From a dataset of the Open Reaction Database (ORD), a public repository of structured organic reaction records. describe an organic reaction: reactants, conditions, products, and yield Starting materials: FC(C(CC(=O)OCC)=O)(F)F (ethyl 4,4,4-trifluoroacetoacetate), C(C)(=O)O (acetic acid), C1(=CC=CC=C1)NN (phenylhydrazine). Run in O (water). Conditions: temperature 10 celsius. Yields the product OC1=CC(=NN1C1=CC=CC=C1)C(F)(F)F (5-hydroxy-1-phenyl-3-trifluoromethylpyrazole). Yield: 97.7%. Reaction SMILES: [F:1][C:2]([F:12])([F:11])[C:3](=O)[CH2:4][C:5]([O:7]CC)=O.C(O)(=O)C.[C:17]1([NH:23][NH2:24])[CH:22]=[CH:21][CH:20]=[CH:19][CH:18]=1>O>[OH:7][C:5]1[N:23]([C:17]2[CH:22]=[CH:21][CH:20]=[CH:19][CH:18]=2)[N:24]=[C:3]([C:2]([F:1])([F:11])[F:12])[CH:4]=1. Procedure: 18.4 g (0.1 mole) of ethyl 4,4,4-trifluoroacetoacetate was dissolved in 12.0 g (0.2 mole) of acetic acid. The solution was cooled to 10° C. or lower with stirring. Thereto was dropwise added, in 0.5 hour, 11.8 g (0.11 mole) of phenylhydrazine. After the dropwise addition, the mixture was stirred at room temperature for 1 hour and successively at 80° C. for 5 hours to give rise to a reaction. After the reaction, the mixture was cooled to room temperature. Thereto were added 100 ml of water. The r... Reactants: COC(=O)C=1OC(=CC1)CN1C(S\C(\C1=O)=C/C=1C=C2C=NN(C2=CC1)CC1=C(C=C(C=C1)Cl)C(F)(F)F)=O (5-{[(5Z)-5-({1-[4-chloro-2-(trifluoromethyl)benzyl]-1H-indazol-5-yl}methylidene)-2,4-dioxo-1,3-thiazolidin-3-yl]methyl}furan-2-carboxylic acid methyl ester), C(O)CN (ethanolamine). The product is ClC1=CC(=C(CN2N=CC3=CC(=CC=C23)\C=C/2\C(N(C(S2)=O)CC2=CC=C(O2)C(=O)O)=O)C=C1)C(F)(F)F (5-{[(5Z)-5-({1-[4-Chloro-2-(trifluoromethyl)benzyl]-1H-indazol-5-yl}methylidene)-2,4-dioxo-1,3-thiazolidin-3-yl]methyl}furan-2-carboxylic acid). As a reaction SMILES: C[O:2][C:3]([C:5]1[O:6][C:7]([CH2:10][N:11]2[C:15](=[O:16])/[C:14](=[CH:17]/[C:18]3[CH:19]=[C:20]4[C:24](=[CH:25][CH:26]=3)[N:23]([CH2:27][C:28]3[CH:33]=[CH:32][C:31]([Cl:34])=[CH:30][C:29]=3[C:35]([F:38])([F:37])[F:36])[N:22]=[CH:21]4)/[S:13][C:12]2=[O:39])=[CH:8][CH:9]=1)=[O:4].C(CN)O>>[Cl:34][C:31]1[CH:32]=[CH:33][C:28]([CH2:27][N:23]2[C:24]3[C:20](=[CH:19][C:18](/[CH:17]=[C:14]4/[C:15](=[O:16])[N:11]([CH2:10][C:7]5[O:6][C:5]([C:3]([OH:4])=[O:2])=[CH:9][CH:8]=5)[C:12](=[O:39])[S:13]/4)=[CH:26][CH:25]=3)[CH:21]=[N:22]2)=[C:29]([C:35]([F:38])([F:37])[F:36])[CH:30]=1. Reported procedure: 5-{[(5Z)-5-({1-[4-Chloro-2-(trifluoromethyl)benzyl]-1H-indazol-5-yl}methylidene)-2,4-dioxo-1,3-thiazolidin-3-yl]methyl}furan-2-carboxylic acid was prepared from 5-{[(5Z)-5-({1-[4-chloro-2-(trifluoromethyl)benzyl]-1H-indazol-5-yl}methylidene)-2,4-dioxo-1,3-thiazolidin-3-yl]methyl}furan-2-carboxylic acid methyl ester following General Procedure 0 and converted to the corresponding ethanolamine salt following General Procedure T. Reactants: COc1cccc2occ(COc3cccc4[nH]c(C(=O)O)cc34)c12, Cl, Cl, Cl, CC(CN1CCC(N)CC1)N1CCC(O)CC1. The product is COc1cccc2occ(COc3cccc4[nH]c(C(=O)NC5CCN(CC(C)N6CCC(O)CC6)CC5)cc34)c12. RXN SMILES: [CH3:1][O:2][c:3]1[cH:4][cH:5][cH:6][c:7]2[c:8]1[c:9]([CH2:12][O:13][c:14]1[c:15]3[cH:16][c:17]([C:23](=[O:24])[OH:25])[nH:18][c:19]3[cH:20][cH:21][cH:22]1)[cH:10][o:11]2.[ClH:26].[ClH:27].[ClH:28].[NH2:29][CH:30]1[CH2:31][CH2:32][N:33]([CH2:36][CH:37]([CH3:38])[N:39]2[CH2:40][CH2:41][CH:42]([OH:45])[CH2:43][CH2:44]2)[CH2:34][CH2:35]1>>[CH3:1][O:2][c:3]1[cH:4][cH:5][cH:6][c:7]2[c:8]1[c:9]([CH2:12][O:13][c:14]1[c:15]3[cH:16][c:17]([C:23](=[O:24])[NH:29][CH:30]4[CH2:31][CH2:32][N:33]([CH2:36][CH:37]([CH3:38])[N:39]5[CH2:40][CH2:41][CH:42]([OH:45])[CH2:43][CH2:44]5)[CH2:34][CH2:35]4)[nH:18][c:19]3[cH:20][cH:21][cH:22]1)[cH:10][o:11]2. Yields the product COc1ccc2c(O)c(-c3ccccc3)c(C(C)C)cc2c1. Starting materials: COCOc1c(-c2ccccc2)c(C(C)C)cc2cc(OC)ccc12, Cl, C1COCCO1, O. RXN SMILES: [CH3:1][CH:2]([CH3:3])[c:4]1[c:5](-[c:20]2[cH:21][cH:22][cH:23][cH:24][cH:25]2)[c:6]([O:16][CH2:17][O:18][CH3:19])[c:7]2[cH:8][cH:9][c:10]([O:14][CH3:15])[cH:11][c:12]2[cH:13]1.[ClH:26].[O:27]1[CH2:28][CH2:29][O:30][CH2:31][CH2:32]1.[OH2:33]>>[CH3:1][CH:2]([CH3:3])[c:4]1[c:5](-[c:20]2[cH:21][cH:22][cH:23][cH:24][cH:25]2)[c:6]([OH:16])[c:7]2[cH:8][cH:9][c:10]([O:14][CH3:15])[cH:11][c:12]2[cH:13]1. Run in O (water), CCOCC (ether), O (H2O), C(Cl)(Cl)Cl (chloroform). Isolated yield 49.5%. Reported procedure: To 9.5 g. (0.05 moles) of 40% peracetic acid in 20 cc. H2O was added 3.2 g. (0.03 moles) of anhydrous sodium carbonate. The mixture was chilled to -3° C. with stirring and 7.1 g. (0.05 moles) of 2-chlorobutyryl chloride in 30 cc. chloroform added over a period of 8 minutes. After a total of 40 minutes at -3° to -6° C., ether and water were added. The organic phase was separated, washed once with cold 1% KOH solution, once with ice water, and once with cold saturated salt water. The concentrated ... Reaction conditions: temperature -3 celsius. Reactants: C(C)(=O)OO (peracetic acid), C([O-])([O-])=O.[Na+].[Na+] (sodium carbonate), ClC(C(=O)Cl)CC (2-chlorobutyryl chloride). Reaction SMILES: [C:1]([O:4][OH:5])(=[O:3])[CH3:2].C(=O)([O-])[O-].[Na+].[Na+].[Cl:12][CH:13]([CH2:17][CH3:18])[C:14](Cl)=[O:15]>O.CCOCC.C(Cl)(Cl)Cl>[Cl:12][CH:13]([CH2:17][CH3:18])[C:14]([O:5][O:4][C:1](=[O:3])[CH3:2])=[O:15] |f:1.2.3|. The product is ClC(C(=O)OOC(C)=O)CC (Acetyl 2-chlorobutyryl peroxide). Starting materials: NC(=S)C=1C=CC(=NC1)N(CCCOC=1C=C2CC[C@H](C2=CC1)CC(=O)OCC)CCC (ethyl ((1S)-5-{3-[[5-(aminocarbonothioyl)-2-pyridinyl](propyl)amino]propoxy}-2,3-dihydro-1H-inden-1-yl)acetate), BrC(C(C)=O)C (3-bromo-2-butanone). Solvent: C(C)O (ethanol). Reaction conditions: temperature 80 celsius. The product is CC=1N=C(SC1C)C=1C=CC(=NC1)N(CCCOC=1C=C2CC[C@H](C2=CC1)CC(=O)OCC)CCC (ethyl ((1S)-5-{3-[[5-(4,5-dimethyl-1,3-thiazol-2-yl)-2-pyridinyl](propyl) amino]propoxy}-2,3-dihydro-1H-inden-1-yl)acetate). Isolated yield 98.5%. Reaction SMILES: [NH2:1][C:2]([C:4]1[CH:5]=[CH:6][C:7]([N:10]([CH2:30][CH2:31][CH3:32])[CH2:11][CH2:12][CH2:13][O:14][C:15]2[CH:16]=[C:17]3[C:21](=[CH:22][CH:23]=2)[C@H:20]([CH2:24][C:25]([O:27][CH2:28][CH3:29])=[O:26])[CH2:19][CH2:18]3)=[N:8][CH:9]=1)=[S:3].Br[CH:34]([CH3:38])[C:35](=O)[CH3:36]>C(O)C>[CH3:38][C:34]1[N:1]=[C:2]([C:4]2[CH:5]=[CH:6][C:7]([N:10]([CH2:30][CH2:31][CH3:32])[CH2:11][CH2:12][CH2:13][O:14][C:15]3[CH:16]=[C:17]4[C:21](=[CH:22][CH:23]=3)[C@H:20]([CH2:24][C:25]([O:27][CH2:28][CH3:29])=[O:26])[CH2:19][CH2:18]4)=[N:8][CH:9]=2)[S:3][C:35]=1[CH3:36]. Procedure: A mixture of ethyl ((1S)-5-{3-[[5-(aminocarbonothioyl)-2-pyridinyl]-(propyl)-amino]-propoxy}-2,3-dihydro-1H-inden-1-yl)acetate (Example 266) (90 mg, 0.20 mmol) and 3-bromo-2-butanone (40 mg, 0.26 mmol) in ethanol (9 mL) was heated under argon at 80° C. for 18 h. The solution was then concentrated and the residue purified by column chromatography (2:1 hexanes/EtOAc) to provide the title compound (0.1 g, 100%). 1H NMR (400 MHz, CD2Cl2) δ 8.54 (d, 1H), 7.89 (d, 1H), 7.06 (d, 1H), 6.79 (d, 1H), 6.71...